Dataset: the Open Reaction Database (ORD), a public repository of structured organic reaction records. Task: describe an organic reaction: reactants, conditions, products, and yield The reactants are Oc1ncc(Br)cn1, CC(C)(C)OC(=O)CBr, [H-], [Na+], CN(C)C=O, O. The product is CC(C)(C)OC(=O)COc1ncc(Br)cn1. Reaction SMILES: [Br:3][c:4]1[cH:5][n:6][c:7]([OH:10])[n:8][cH:9]1.[C:11]([CH3:12])([CH3:13])([CH3:14])[O:15][C:16]([CH2:17][Br:18])=[O:19].[H-:1].[Na+:2].[O:21]=[CH:22][N:23]([CH3:24])[CH3:25].[OH2:20]>>[Br:3][c:4]1[cH:5][n:6][c:7]([O:10][CH2:17][C:16]([O:15][C:11]([CH3:12])([CH3:13])[CH3:14])=[O:19])[n:8][cH:9]1. The reactants are CCN1CCNCC1, ClCCl, CCN=C=NCCCN(C)C, CN(C)c1ccncc1, Cl, O=C(O)Cc1ccc(I)cc1. Yields the product CCN1CCN(C(=O)Cc2ccc(I)cc2)CC1. RXN SMILES: [CH2:12]([CH3:13])[N:14]1[CH2:15][CH2:16][NH:17][CH2:18][CH2:19]1.[CH2:41]([Cl:42])[Cl:43].[CH3:21][N:22]([CH3:23])[CH2:24][CH2:25][CH2:26][N:27]=[C:28]=[N:29][CH2:30][CH3:31].[CH3:32][N:33]([CH3:34])[c:35]1[cH:36][cH:37][n:38][cH:39][cH:40]1.[ClH:20].[I:1][c:2]1[cH:3][cH:4][c:5]([CH2:8][C:9](=[O:10])[OH:11])[cH:6][cH:7]1>>[I:1][c:2]1[cH:3][cH:4][c:5]([CH2:8][C:9](=[O:11])[N:17]2[CH2:16][CH2:15][N:14]([CH2:12][CH3:13])[CH2:19][CH2:18]2)[cH:6][cH:7]1.